This data is from the Open Reaction Database (ORD), a public repository of structured organic reaction records. The task is: describe an organic reaction: reactants, conditions, products, and yield The reactants are COc1cccc2c(Cl)nc(Nc3cc(C)[nH]n3)cc12, OB(O)c1ccsc1. The product is COc1cccc2c(-c3ccsc3)nc(Nc3cc(C)[nH]n3)cc12. As a reaction SMILES: [Cl:1][c:2]1[n:3][c:4]([NH:14][c:15]2[n:16][nH:17][c:18]([CH3:20])[cH:19]2)[cH:5][c:6]2[c:7]([O:12][CH3:13])[cH:8][cH:9][cH:10][c:11]12.[s:21]1[cH:22][c:23]([B:26]([OH:27])[OH:28])[cH:24][cH:25]1>>[c:2]1(-[c:23]2[cH:22][s:21][cH:25][cH:24]2)[n:3][c:4]([NH:14][c:15]2[n:16][nH:17][c:18]([CH3:20])[cH:19]2)[cH:5][c:6]2[c:7]([O:12][CH3:13])[cH:8][cH:9][cH:10][c:11]12. The reagents and catalysts are [Pd] (Palladium-on-carbon). The yield is 80.0%. Product: CC1(N(C2=CC=C(C=C2CC1)C(C(=O)OC)C)CCC)C (methyl 2-(1,2,3,4-tetrahydro-2,2-dimethyl-1-propylquinolin-6-yl)propionate). The solvent is [H][H] (hydrogen). Reported procedure: 3.7 g of methyl 2-(1-allyl-1,2-dihydro-2,2-dimethylquinolin-6-yl)propionate (Compound 20) was added to ethanol. Palladium-on-carbon was further added to the solution, and the mixture were reacted with stirring at room temperature for 20 hours under atmospheric pressure in hydrogen atmosphere. After the catalyst was filtered off, the filtrate was concentrated, and then purified by column chromatography on silica gel (ether:hexane=1:4) to give 3.0 g of methyl 2-(1,2,3,4-tetrahydro-2,2-dimethyl-1-p... Reaction SMILES: [CH2:1]([N:4]1[C:13]2[C:8](=[CH:9][C:10]([CH:14]([CH3:19])[C:15]([O:17][CH3:18])=[O:16])=[CH:11][CH:12]=2)[CH:7]=[CH:6][C:5]1([CH3:21])[CH3:20])[CH:2]=[CH2:3].C(O)C>[H][H].[Pd]>[CH3:21][C:5]1([CH3:20])[CH2:6][CH2:7][C:8]2[C:13](=[CH:12][CH:11]=[C:10]([CH:14]([CH3:19])[C:15]([O:17][CH3:18])=[O:16])[CH:9]=2)[N:4]1[CH2:1][CH2:2][CH3:3]. Starting materials: C(C=C)N1C(C=CC2=CC(=CC=C12)C(C(=O)OC)C)(C)C (methyl 2-(1-allyl-1,2-dihydro-2,2-dimethylquinolin-6-yl)propionate), C(C=C)N1C(C=CC2=CC(=CC=C12)C(C(=O)OC)C)(C)C (methyl 2-(1-allyl-1,2-dihydro-2,2-dimethylquinolin-6-yl)propionate), C(C)O (ethanol). The reactants are O (water), C1(=CC=CC=C1)NC(=O)N1C(CCCCCCCCCCC1)=O (N-phenylcarbamoyllaurolactam), OO (hydrogen peroxide), O (water). Solvent: CS(=O)(=O)O (methanesulfonic acid). Reaction conditions: temperature 80 celsius, time 20 minute. The product is C1(=CC=CC=C1)NC(=O)NCCCCCCCCCCCC(=O)OO (N-(N'-phenylcarbamoyl)-12-aminoperoxydodecanoic acid). RXN SMILES: [C:1]1([NH:7][C:8]([N:10]2[CH2:22][CH2:21][CH2:20][CH2:19][CH2:18][CH2:17][CH2:16][CH2:15][CH2:14][CH2:13][CH2:12][C:11]2=[O:23])=[O:9])[CH:6]=[CH:5][CH:4]=[CH:3][CH:2]=1.[OH2:24].[OH:25]O>CS(O)(=O)=O>[C:1]1([NH:7][C:8]([NH:10][CH2:22][CH2:21][CH2:20][CH2:19][CH2:18][CH2:17][CH2:16][CH2:15][CH2:14][CH2:13][CH2:12][C:11]([O:23][OH:25])=[O:24])=[O:9])[CH:6]=[CH:5][CH:4]=[CH:3][CH:2]=1. Procedure: 31.6 g (0.1 mol) of N-phenylcarbamoyllaurolactam are dissolved in 50.0 g of methanesulfonic acid (98% strength by weight), 3.6 g (0.2 mol) of water are added and the mixture is heated at 80° C. for 30 minutes. After cooling the reaction mixture to 25° C., 17.0 g (0.25 mol) of hydrogen peroxide (50% strength by weight) are added dropwise such that the internal temperature can be kept between 22 and 25° C. After stirring at 25° C. for 20 minutes, 100 ml of water are added and the precipitated pero... Starting materials: C1(=CC=CC=C1)C1C(NNC1C1=CC=CC=C1)=O (4,5-diphenyl-3-pyrazolidinone), FC(C=1C=C(C(=O)Cl)C=CC1)(F)F (3-trifluoromethylbenzoylchloride). Solvent: C(Cl)Cl (CH2Cl2), N1=CC=CC=C1 (pyridine), C(Cl)Cl (CH2Cl2). Reaction conditions: time 8 hour. The product is FC(C=1C=C(C(=O)N2NC(C(C2C2=CC=CC=C2)C2=CC=CC=C2)=O)C=CC1)(F)F ((3-Trifluoromethylbenzoyl]-4,5-diphenyl-3-pyrazolidinone). Yield: 24.4%. RXN SMILES: [C:1]1([CH:7]2[CH:11]([C:12]3[CH:17]=[CH:16][CH:15]=[CH:14][CH:13]=3)[NH:10][NH:9][C:8]2=[O:18])[CH:6]=[CH:5][CH:4]=[CH:3][CH:2]=1.[F:19][C:20]([F:31])([F:30])[C:21]1[CH:22]=[C:23]([CH:27]=[CH:28][CH:29]=1)[C:24](Cl)=[O:25]>C(Cl)Cl.N1C=CC=CC=1>[F:19][C:20]([F:30])([F:31])[C:21]1[CH:22]=[C:23]([CH:27]=[CH:28][CH:29]=1)[C:24]([N:10]1[CH:11]([C:12]2[CH:13]=[CH:14][CH:15]=[CH:16][CH:17]=2)[CH:7]([C:1]2[CH:2]=[CH:3][CH:4]=[CH:5][CH:6]=2)[C:8](=[O:18])[NH:9]1)=[O:25]. Procedure details: A solution of 4,5-diphenyl-3-pyrazolidinone (2.0 g, 8.4 mmol) in 50 mL CH2Cl2 and 5 mL pyridine was treated dropwise with a solution of 3-trifluoromethylbenzoylchloride (1.4 g, 8.4 mmol) in 25 mL CH2Cl2 and stirred overnight. The mixture was washed with 1N HCl, dried over Na2SO4, evaporated, and the product isolated by chromatography (preparative HPLC) as 840 mg (24%) purple foam: Starting materials: CC(=O)NC(=O)Nc1ccc(S(=O)(=O)Oc2ccccc2)cc1[N+](=O)[O-], CO, COCCO, [H][H]. Product: CC(=O)NC(=O)Nc1ccc(S(=O)(=O)Oc2ccccc2)cc1N. RXN SMILES: [C:1]([CH3:2])(=[O:3])[NH:4][C:5]([NH:6][c:7]1[c:8]([N+:23]([O-:24])=[O:25])[cH:9][c:10]([S:13](=[O:14])(=[O:15])[O:16][c:17]2[cH:18][cH:19][cH:20][cH:21][cH:22]2)[cH:11][cH:12]1)=[O:26].[CH3:29][OH:30].[CH3:31][O:32][CH2:33][CH2:34][OH:35].[H:27][H:28]>>[C:1]([CH3:2])(=[O:3])[NH:4][C:5]([NH:6][c:7]1[c:8]([NH2:23])[cH:9][c:10]([S:13](=[O:14])(=[O:15])[O:16][c:17]2[cH:18][cH:19][cH:20][cH:21][cH:22]2)[cH:11][cH:12]1)=[O:26].